This data is from the Open Reaction Database (ORD), a public repository of structured organic reaction records. The task is: describe an organic reaction: reactants, conditions, products, and yield Reactants: CC1=CC=C(C=C1)C(C)(O)C1=CC(=CC=C1)C(C)(C1=CC=C(C=C1)C)O (1,3-di[1-(4-methylphenyl)1-hydroxyethyl]benzene), O.C=1(C(=CC=CC1)S(=O)(=O)O)C (toluene sulfonic acid monohydrate). Yields the product CC1=CC=C(C=C1)C(=C)C1=CC(=CC=C1)C(=C)C1=CC=C(C=C1)C (1,3-di[1-(4-methylphenyl)ethenyl]benzene). RXN SMILES: [CH3:1][C:2]1[CH:7]=[CH:6][C:5]([C:8]([C:11]2[CH:16]=[CH:15][CH:14]=[C:13]([C:17](O)([C:19]3[CH:24]=[CH:23][C:22]([CH3:25])=[CH:21][CH:20]=3)[CH3:18])[CH:12]=2)(O)[CH3:9])=[CH:4][CH:3]=1.O.C1(C)C(S(O)(=O)=O)=CC=CC=1>>[CH3:25][C:22]1[CH:21]=[CH:20][C:19]([C:17]([C:13]2[CH:14]=[CH:15][CH:16]=[C:11]([C:8]([C:5]3[CH:4]=[CH:3][C:2]([CH3:1])=[CH:7][CH:6]=3)=[CH2:9])[CH:12]=2)=[CH2:18])=[CH:24][CH:23]=1 |f:1.2|. Procedure: A reaction vessel was charged with 144.5 grams of aluminum chloride, 300 milliliters of toluene. A solution of 100.1 grams of isophthaloyol dichloride dissolved in 150 milliliters of toluene was added over a one hour period while the vessel and contents were maintained at a temperature below about 40° C. The reaction mixture was stirred for 30 minutes after completion of the addition of the dichloride-toluene solution. The reactor and contents were then heated to 90° C. over a period of 30 minut...